Dataset: the Open Reaction Database (ORD), a public repository of structured organic reaction records. Task: describe an organic reaction: reactants, conditions, products, and yield The reactants are BrC=1C=C(C(=NC1)N1CCN(CC1)C(=O)C=1C=NC(=CC1C)F)C ([4-(5-bromo-3-methylpyridin-2-yl)piperazin-1-yl](6-fluoro-4-methylpyridin-3-yl)methanone), P(=O)([O-])([O-])[O-].[K+].[K+].[K+] (tripotassium phosphate), C1(CC1)B(O)O (cyclopropylboronic acid). Reagents/catalysts: C(C)(=O)[O-].[Pd+2].C(C)(=O)[O-] (palladium acetate), C1(CCCCC1)P(C1=C(C=CC=C1)C1=C(C=CC=C1OC)OC)C1CCCCC1 (2-dicyclohexylphosphino-2′,6′-dimethoxybiphenyl). The solvent is O1CCCC1 (tetrahydrofuran). Product: C1(CC1)C=1C=C(C(=NC1)N1CCN(CC1)C(=O)C=1C=NC(=CC1C)F)C ([4-(5-cyclopropyl-3-methylpyridin-2-yl)piperazin-1-yl](6-fluoro-4-methylpyridin-3-yl)methanone). Isolated yield 120.5%. Reaction SMILES: Br[C:2]1[CH:3]=[C:4]([CH3:24])[C:5]([N:8]2[CH2:13][CH2:12][N:11]([C:14]([C:16]3[CH:17]=[N:18][C:19]([F:23])=[CH:20][C:21]=3[CH3:22])=[O:15])[CH2:10][CH2:9]2)=[N:6][CH:7]=1.P([O-])([O-])([O-])=O.[K+].[K+].[K+].[CH:33]1(B(O)O)[CH2:35][CH2:34]1>O1CCCC1.C([O-])(=O)C.[Pd+2].C([O-])(=O)C.C1(P(C2CCCCC2)C2C=CC=CC=2C2C(OC)=CC=CC=2OC)CCCCC1>[CH:33]1([C:2]2[CH:3]=[C:4]([CH3:24])[C:5]([N:8]3[CH2:13][CH2:12][N:11]([C:14]([C:16]4[CH:17]=[N:18][C:19]([F:23])=[CH:20][C:21]=4[CH3:22])=[O:15])[CH2:10][CH2:9]3)=[N:6][CH:7]=2)[CH2:35][CH2:34]1 |f:1.2.3.4,7.8.9|. Reported procedure: To a solution of [4-(5-bromo-3-methylpyridin-2-yl)piperazin-1-yl](6-fluoro-4-methylpyridin-3-yl)methanone (2.2 g) described in Preparation Example 113 in tetrahydrofuran (15 mL) were added 2-dicyclohexylphosphino-2′,6′-dimethoxybiphenyl (229 mg), palladium acetate (125 mg), tripotassium phosphate (3.12 g) and cyclopropylboronic acid (721 mg), and the mixture was refluxed for 7 hr. After cooling, the mixture was extracted with ethyl acetate, washed with saturated brine, and the solvent was evapor... Reactants: COCCNC (N-(2-methoxyethyl)methylamine), FC1=CC(=C(C=C1)[N+](=O)[O-])OCCC1=CC(=CC=C1)C(F)(F)F (4-fluoro-1-nitro-2-[2-(3-trifluoromethylphenyl)ethoxy]benzene), O (H2O). The solvent is CN(C)C=O (DMF). Reaction conditions: temperature 60 celsius, time 18 hour. The product is COCCN(C1=CC(=C(C=C1)[N+](=O)[O-])OCCC1=CC(=CC=C1)C(F)(F)F)C ((2-Methoxyethyl)methyl-{4-nitro-3-[2-(3-trifluoromethylphenyl)ethoxy]-phenyl}amine). As a reaction SMILES: F[C:2]1[CH:7]=[CH:6][C:5]([N+:8]([O-:10])=[O:9])=[C:4]([O:11][CH2:12][CH2:13][C:14]2[CH:19]=[CH:18][CH:17]=[C:16]([C:20]([F:23])([F:22])[F:21])[CH:15]=2)[CH:3]=1.[CH3:24][O:25][CH2:26][CH2:27][NH:28][CH3:29].O>CN(C=O)C>[CH3:24][O:25][CH2:26][CH2:27][N:28]([CH3:29])[C:2]1[CH:7]=[CH:6][C:5]([N+:8]([O-:10])=[O:9])=[C:4]([O:11][CH2:12][CH2:13][C:14]2[CH:19]=[CH:18][CH:17]=[C:16]([C:20]([F:23])([F:22])[F:21])[CH:15]=2)[CH:3]=1. Procedure details: Dissolved 4-fluoro-1-nitro-2-[2-(3-trifluoromethylphenyl)ethoxy]benzene (200 mg, 0.61 mmol) in DMF (1 mL) and added N-(2-methoxyethyl)methylamine (270 mg, 3.04 mmol). Reaction Mixture was warmed to 60° C. and stirred for 18 h. The reaction mixture was poured into H2O and extracted with EtOAc (2×). The combined organics were washed with brine and dried over Na2SO4. The title compound was carried on crude to the next step. Starting materials: CCCc1c(OCCCOc2ccc(C(C)=O)c(OCC(=O)OC)c2CCC)ccc(C(C)=O)c1O, CO, [Na+], [OH-]. Product: CCCc1c(OCCCOc2ccc(C(C)=O)c(OCC(=O)O)c2CCC)ccc(C(C)=O)c1O. RXN SMILES: [CH3:1][O:2][C:3]([CH2:4][O:5][c:6]1[c:7]([CH2:33][CH2:34][CH3:35])[c:8]([O:15][CH2:16][CH2:17][CH2:18][O:19][c:20]2[c:21]([CH2:30][CH2:31][CH3:32])[c:22]([OH:29])[c:23]([C:26]([CH3:27])=[O:28])[cH:24][cH:25]2)[cH:9][cH:10][c:11]1[C:12]([CH3:13])=[O:14])=[O:36].[CH3:37][OH:38].[Na+:40].[OH-:39]>>[O:2]=[C:3]([CH2:4][O:5][c:6]1[c:7]([CH2:33][CH2:34][CH3:35])[c:8]([O:15][CH2:16][CH2:17][CH2:18][O:19][c:20]2[c:21]([CH2:30][CH2:31][CH3:32])[c:22]([OH:29])[c:23]([C:26]([CH3:27])=[O:28])[cH:24][cH:25]2)[cH:9][cH:10][c:11]1[C:12]([CH3:13])=[O:14])[OH:36]. Starting materials: CNC (dimethylamine), ClCCCCC(=O)Cl (5-chlorovaleryl chloride). Run in O1CCCC1 (tetrahydrofuran), O1CCCC1 (THF). The product is ClCCCCC(=O)N(C)C (5-Chloro-N,N-dimethylpentanamide). Isolated yield 84.6%. As a reaction SMILES: [CH3:1][NH:2][CH3:3].[Cl:4][CH2:5][CH2:6][CH2:7][CH2:8][C:9](Cl)=[O:10]>O1CCCC1>[Cl:4][CH2:5][CH2:6][CH2:7][CH2:8][C:9]([N:2]([CH3:3])[CH3:1])=[O:10]. Reported procedure: A solution of 20.0 g (0.44 mole) of dimethylamine in 100 ml of cold tetrahydrofuran (THF) was added dropwise to a solution of 20.0 g (0.13 mole) of 5-chlorovaleryl chloride in 100 ml of THF. The reaction mixture was stirred mechanically and the temperature maintained between 5° and 15° C. throughout the addition. After the final addition, the solution was filtered to remove solid precipitates, and the filtrate was concentrated under reduced pressure to yield 18.0 g (85%) of yellow oil. An analyt... Starting materials: C[Si](C)(C)[N-][Si](C)(C)C.[Li+] (lithium bis(trimethylsilyl)amide), C(C1=CC=CC=C1)OC(=O)N1CC(N(CC1)C)=O (4-benzyloxycarbonyl-1-methylpiperazin-2-one), C(C1=CC=CC=C1)N(C(C=O)CC1=CC=CC=C1)CC1=CC=CC=C1 (2-(dibenzylamino)-3-phenylpropanal). Solvent: C1CCOC1 (THF), C1CCOC1 (THF). Conditions: time 30 minute. Yields the product C(C1=CC=CC=C1)N([C@H](C(O)C1C(N(CCN1C(=O)OCC1=CC=CC=C1)C)=O)CC1=CC=CC=C1)CC1=CC=CC=C1 (3-(2-(S)-Dibenzylamino-1-hydroxy-3-phenylpropyl)-4-benzyloxycarbonyl-1-methylpiperazin-2-one). As a reaction SMILES: [CH2:1]([O:8][C:9]([N:11]1[CH2:16][CH2:15][N:14]([CH3:17])[C:13](=[O:18])[CH2:12]1)=[O:10])[C:2]1[CH:7]=[CH:6][CH:5]=[CH:4][CH:3]=1.C[Si]([N-][Si](C)(C)C)(C)C.[Li+].[CH2:29]([N:36]([CH2:47][C:48]1[CH:53]=[CH:52][CH:51]=[CH:50][CH:49]=1)[CH:37]([CH2:40][C:41]1[CH:46]=[CH:45][CH:44]=[CH:43][CH:42]=1)[CH:38]=[O:39])[C:30]1[CH:35]=[CH:34][CH:33]=[CH:32][CH:31]=1>C1COCC1>[CH2:47]([N:36]([CH2:29][C:30]1[CH:31]=[CH:32][CH:33]=[CH:34][CH:35]=1)[C@@H:37]([CH2:40][C:41]1[CH:42]=[CH:43][CH:44]=[CH:45][CH:46]=1)[CH:38]([CH:12]1[N:11]([C:9]([O:8][CH2:1][C:2]2[CH:3]=[CH:4][CH:5]=[CH:6][CH:7]=2)=[O:10])[CH2:16][CH2:15][N:14]([CH3:17])[C:13]1=[O:18])[OH:39])[C:48]1[CH:49]=[CH:50][CH:51]=[CH:52][CH:53]=1 |f:1.2|. Procedure details: Treat a solution of 4-benzyloxycarbonyl-1-methylpiperazin-2-one (1.4 g, 5.7 mmol) in THF (4 mL) cooled at −78° C. with lithium bis(trimethylsilyl)amide (1.0 M solution in THF, 5.7 mL, 5.7 mmol) dropwise and stir 30 min. Add 2-(dibenzylamino)-3-phenylpropanal (1 g, 3.1 mmol) in THF (2 mL) and stir at −78° C. for 45 min. Quench with saturated aqueous ammonium chloride solution. Separate organic layer and wash with water, saturated aqueous sodium chloride, dry (magnesium sulfate), concentrate and p... Reactants: CNC, CC(C)(C=O)CO, CO, Cc1ccc(O)c(C)c1, [H][H], O. Product: Cc1cc(C)c(O)c(CC(C)(C)CO)c1. RXN SMILES: [CH3:17][NH:18][CH3:19].[CH3:1][C:2]([CH:3]=[O:4])([CH2:5][OH:6])[CH3:7].[CH3:22][OH:23].[CH3:8][c:9]1[c:10]([OH:16])[cH:11][cH:12][c:13]([CH3:15])[cH:14]1.[H:20][H:21].[OH2:24]>>[CH3:1][C:2]([CH2:3][c:11]1[c:10]([OH:16])[c:9]([CH3:8])[cH:14][c:13]([CH3:15])[cH:12]1)([CH2:5][OH:6])[CH3:7]. Starting materials: FC1=CC=C(C=C1)N1C(=NC=C1C=O)S (1-(4-fluorophenyl)-2-mercapto-1H-imidazole-5-carbaldehyde), FC1=CC=C(C=C1)N1C(=NC=C1C(=O)N(C)OC)SCC1=C(C(=CC=C1F)F)F (1-(4-Fluorophenyl)-N-methoxy-N-methyl-2-((2,3,6-trifluorobenzyl)thio)-1H-imidazole-5-carboxamide), [H-].C(C(C)C)[Al+]CC(C)C (diisobutyl aluminum hydride). The solvent is C1CCOC1 (THF). Yields the product FC1=CC=C(C=C1)N1C(=NC=C1C=O)SCC1=C(C(=CC=C1F)F)F (1-(4-Fluorophenyl)-2-((2,3,6-trifluorobenzyl)thio)-1H-imidazole-5-carbaldehyde). Reaction SMILES: FC1C=CC(N2C(C=O)=CN=C2S)=CC=1.[F:16][C:17]1[CH:22]=[CH:21][C:20]([N:23]2[C:27]([C:28](N(OC)C)=[O:29])=[CH:26][N:25]=[C:24]2[S:34][CH2:35][C:36]2[C:41]([F:42])=[CH:40][CH:39]=[C:38]([F:43])[C:37]=2[F:44])=[CH:19][CH:18]=1.[H-].C([Al+]CC(C)C)C(C)C>C1COCC1>[F:16][C:17]1[CH:22]=[CH:21][C:20]([N:23]2[C:27]([CH:28]=[O:29])=[CH:26][N:25]=[C:24]2[S:34][CH2:35][C:36]2[C:41]([F:42])=[CH:40][CH:39]=[C:38]([F:43])[C:37]=2[F:44])=[CH:19][CH:18]=1 |f:2.3|. Procedure details: 1-(4-Fluorophenyl)-2-((2,3,6-trifluorobenzyl)thio)-1H-imidazole-5-carbaldehyde (32) was prepared in a similar manner as that described for the synthesis of compound 12 using 1-(4-fluorophenyl)-N-methoxy-N-methyl-2-((2,3,6-trifluorobenzyl)thio)-1H-imidazole-5-carboxamide (9) (1.15 g, 2.7 mmol), diisobutyl aluminum hydride (DiBAL) (1M in THF, 5.5 mL, 5.5 mmol), and THF (5 mL).